This data is from the Open Reaction Database (ORD), a public repository of structured organic reaction records. The task is: describe an organic reaction: reactants, conditions, products, and yield Starting materials: C(C)(C)(C)C1=C(C(=CC(=C1)C)C(C)(C)C)O (2,6-Di-t-butyl-4-methylphenol), C[O-].[Na+] (sodium methoxide). Run in CO (methanol). Conditions: temperature 50 celsius. The product is C(C)(C)(C)C1=C([O-])C(=CC(=C1)C)C(C)(C)C.[Na+] (sodium 2,6-di-t-butyl-4-methyl-phenoxide). As a reaction SMILES: [C:1]([C:5]1[CH:10]=[C:9]([CH3:11])[CH:8]=[C:7]([C:12]([CH3:15])([CH3:14])[CH3:13])[C:6]=1[OH:16])([CH3:4])([CH3:3])[CH3:2].C[O-].[Na+:19]>CO>[C:1]([C:5]1[CH:10]=[C:9]([CH3:11])[CH:8]=[C:7]([C:12]([CH3:15])([CH3:14])[CH3:13])[C:6]=1[O-:16])([CH3:4])([CH3:3])[CH3:2].[Na+:19] |f:1.2,4.5|. Reported procedure: Procedure A- 2,6-Di-t-butyl-4-methylphenol (13.2 grams, 0.06 mole) was dissolved in 75 milliliters of absolute methanol. Nitrogen gas was passed through the solution while sodium methoxide (3.24 grams, 0.06 mole) was added at ambient temperature. The reaction mixture was warmed to about 50° C an maintained there for about 15 minutes. Thereafter the methanol was evaporated to dryness to yield the desired sodium 2,6-di-t-butyl-4-methyl-phenoxide. Reactants: FC=1C=C(C=CC1C)NC=1C(NC(C1C1=CC=C(C=C1)I)=O)=O (3-(3-fluoro-4-methylphenylamino)-4-(4-iodophenyl)-1H-pyrrole-2,5-dione), 2-methoxyethylazine, CN(C)C=O (DMF). Run in Cl (hydrochloric acid). Product: COCCNC=1C(NC(C1C1=CC=C(C=C1)I)=O)=O (3-(2-Methoxyethylamino)-4-(4-iodophenyl)-1H-pyrrole-2,5-dione). RXN SMILES: FC1C=[C:4]([NH:9][C:10]2[C:11](=[O:23])[NH:12][C:13](=[O:22])[C:14]=2[C:15]2[CH:20]=[CH:19][C:18]([I:21])=[CH:17][CH:16]=2)[CH:5]=CC=1C.CN([CH:27]=[O:28])C>Cl>[CH3:27][O:28][CH2:5][CH2:4][NH:9][C:10]1[C:11](=[O:23])[NH:12][C:13](=[O:22])[C:14]=1[C:15]1[CH:16]=[CH:17][C:18]([I:21])=[CH:19][CH:20]=1. Procedure details: A solution of 3-(3-fluoro-4-methylphenylamino)-4-(4-iodophenyl)-1H-pyrrole-2,5-dione (Example A705, 126 mg, 0.3 mmol) and 2-methoxyethylazine (0.2 mL, 2,3 mmol) in DMF (2 mL) was stirred at room temperature for 113 hours then diluted with hydrochloric acid (0.5M, 50 mL) and extracted with ethyl acetate (50 mL). The ethyl acetate solution was washed with water (2×50 mL) and brine (50 mL), dried over magnesium sulphate and evaporated. The residue was chromatographed on silica gel using dichloromet... The product is CN(C)c1ccc(N(O)C(=O)c2ccccc2)cc1. Starting materials: C1CCC2=NCCCN2CC1, CN(C)c1ccc(N=O)cc1, O=Cc1ccccc1, ClCCl. RXN SMILES: [CH2:1]1[CH2:2][CH2:3][C:4]2=[N:9][CH2:8][CH2:7][CH2:6][N:5]2[CH2:10][CH2:11]1.[CH3:20][N:21]([c:22]1[cH:23][cH:24][c:25]([N:28]=[O:29])[cH:26][cH:27]1)[CH3:30].[CH:12](=[O:13])[c:14]1[cH:15][cH:16][cH:17][cH:18][cH:19]1.[Cl:31][CH2:32][Cl:33]>>[C:12](=[O:13])([c:14]1[cH:15][cH:16][cH:17][cH:18][cH:19]1)[N:28]([c:25]1[cH:24][cH:23][c:22]([N:21]([CH3:20])[CH3:30])[cH:27][cH:26]1)[OH:29]. Reactants: CC1=NNC=C1C#N (3-methyl-1H-pyrazole-4-carbonitrile), CC1=NNC=C1C#N (3-methyl-1H-pyrazole-4-carbonitrile), C1CC(=O)N(C1=O)I (NIS). The solvent is ClCCCl (DCE). The product is IC1=C(C(=NN1)C)C#N (5-Iodo-3-methyl-1H-pyrazole-4-carbonitrile). The yield is 20.7%. As a reaction SMILES: [CH3:1][C:2]1[C:6]([C:7]#[N:8])=[CH:5][NH:4][N:3]=1.C1C(=O)N([I:16])C(=O)C1>ClCCCl>[I:16][C:5]1[NH:4][N:3]=[C:2]([CH3:1])[C:6]=1[C:7]#[N:8]. Reported procedure: Into a 10-mL sealed tube, was placed a solution of 3-methyl-1H-pyrazole-4-carbonitrile (compound 257.3, 2.0 g, 18.7 mmol) in DCE (6 mL). NIS (4.20 g, 18.7 mmol) was added to the reaction and the mixture was irradiated with microwave radiation for 1 h at 150° C. The reaction was cooled, then carefully quenched with aqueous Na2S2O3 (sat., 20 mL). The mixture was partitioned and the aqueous layer was extracted with ethyl acetate (100 mL). The combined organic layers were washed with brine (5×30 mL)... Starting materials: C=1(C(=CC=CC1)C(=O)N1[C@@H](C[C@H](C1)O)CN1C(C2=CC=CC=C2C1=O)=O)C1=CC=CC=C1 (2-(((2S,4R)-1-(biphenylcarbonyl)-4-hydroxypyrrolidin-2-yl)methyl)isoindoline-1,3-dione), O.NN (hydrazine monohydrate). Run in CO (MeOH). Reaction conditions: temperature 70 celsius, time 4 hour. Product: NC[C@H]1N(C[C@@H](C1)O)C(=O)C1=C(C=CC=C1)C1=CC=CC=C1 (((2S,4R)-2-(aminomethyl)-4-hydroxypyrrolidin-1-yl)(biphenyl-2-yl)methanone). Isolated yield 66.0%. Reaction SMILES: [C:1]1([C:27]2[CH:32]=[CH:31][CH:30]=[CH:29][CH:28]=2)[C:2]([C:7]([N:9]2[CH2:13][C@H:12]([OH:14])[CH2:11][C@H:10]2[CH2:15][N:16]2C(=O)C3C(=CC=CC=3)C2=O)=[O:8])=[CH:3][CH:4]=[CH:5][CH:6]=1.O.NN>CO>[NH2:16][CH2:15][C@@H:10]1[CH2:11][C@@H:12]([OH:14])[CH2:13][N:9]1[C:7]([C:2]1[CH:3]=[CH:4][CH:5]=[CH:6][C:1]=1[C:27]1[CH:32]=[CH:31][CH:30]=[CH:29][CH:28]=1)=[O:8] |f:1.2|. Reported procedure: A mixture of the above mentioned 2-(((2S,4R)-1-(biphenylcarbonyl)-4-hydroxypyrrolidin-2-yl)methyl)isoindoline-1,3-dione (˜5.6 mmol) and hydrazine monohydrate (0.65 mL, 10 mmol) in MeOH was stirred at 70° C. for 4 h. The resulting white suspension was cooled to rt, filtered and the filtrate was concentrated in vacuo to a white solid, which was purified by column chromatography on silica gel (100% MeOH) to provide ((2S,4R)-2-(aminomethyl)-4-hydroxypyrrolidin-1-yl)(biphenyl-2-yl)methanone as a whit... The product is CCS(=O)(=O)N1CCC(c2c[nH]c3c(C(N)=O)cc(-c4ccc5c(c4)CN(C(=O)NS(=O)(=O)c4ccccc4)C5)cc23)CC1. Starting materials: CCS(=O)(=O)N1CCC(c2c[nH]c3c(C(N)=O)cc(-c4ccc5c(c4)CNC5)cc23)CC1, CS(C)=O, O=C=NS(=O)(=O)c1ccccc1. RXN SMILES: [CH2:1]1[NH:2][CH2:3][c:4]2[cH:5][c:6](-[c:10]3[cH:11][c:12]4[c:13]([CH:22]5[CH2:23][CH2:24][N:25]([S:28](=[O:29])(=[O:30])[CH2:31][CH3:32])[CH2:26][CH2:27]5)[cH:14][nH:15][c:16]4[c:17]([C:19](=[O:20])[NH2:21])[cH:18]3)[cH:7][cH:8][c:9]21.[CH3:45][S:46]([CH3:47])=[O:48].[c:33]1([S:39](=[O:40])(=[O:41])[N:42]=[C:43]=[O:44])[cH:34][cH:35][cH:36][cH:37][cH:38]1>>[CH2:1]1[N:2]([C:43]([NH:42][S:39]([c:33]2[cH:34][cH:35][cH:36][cH:37][cH:38]2)(=[O:40])=[O:41])=[O:44])[CH2:3][c:4]2[cH:5][c:6](-[c:10]3[cH:11][c:12]4[c:13]([CH:22]5[CH2:23][CH2:24][N:25]([S:28](=[O:29])(=[O:30])[CH2:31][CH3:32])[CH2:26][CH2:27]5)[cH:14][nH:15][c:16]4[c:17]([C:19](=[O:20])[NH2:21])[cH:18]3)[cH:7][cH:8][c:9]21. Reactants: CC1=NC=CC=C1OC=1C(=NC=C(C1)SC1=NC=CC=C1)NC1=NC(=NS1)C1CC2CCC(C1)N2C(=O)OC(C)(C)C (tert-Butyl 3-(5-(3-(2-methylpyridin-3-yloxy)-5-(pyridin-2-ylthio)pyridin-2-ylamino)-1,2,4-thiadiazol-3-yl)-8-azabicyclo[3.2.1]octane-8-carboxylate), C(=O)(C(F)(F)F)O (TFA). The solvent is C(Cl)Cl (CH2Cl2). Run at time 45 minute. The product is C12CC(CC(CC1)N2)C2=NSC(=N2)NC2=NC=C(C=C2OC=2C(=NC=CC2)C)SC2=NC=CC=C2 (3-(8-azabicyclo[3.2.1]octan-3-yl)-N-(3-(2-methylpyridin-3-yloxy)-5-(pyridin-2-ylthio)pyridin-2-yl)-1,2,4-thiadiazol-5-amine). Yield: 95.5%. Reaction SMILES: [CH3:1][C:2]1[C:7]([O:8][C:9]2[C:10]([NH:22][C:23]3[S:27][N:26]=[C:25]([CH:28]4[CH2:34][CH:33]5[N:35](C(OC(C)(C)C)=O)[CH:30]([CH2:31][CH2:32]5)[CH2:29]4)[N:24]=3)=[N:11][CH:12]=[C:13]([S:15][C:16]3[CH:21]=[CH:20][CH:19]=[CH:18][N:17]=3)[CH:14]=2)=[CH:6][CH:5]=[CH:4][N:3]=1.C(O)(C(F)(F)F)=O>C(Cl)Cl>[CH:30]12[NH:35][CH:33]([CH2:32][CH2:31]1)[CH2:34][CH:28]([C:25]1[N:24]=[C:23]([NH:22][C:10]3[C:9]([O:8][C:7]4[C:2]([CH3:1])=[N:3][CH:4]=[CH:5][CH:6]=4)=[CH:14][C:13]([S:15][C:16]4[CH:21]=[CH:20][CH:19]=[CH:18][N:17]=4)=[CH:12][N:11]=3)[S:27][N:26]=1)[CH2:29]2. Procedure details: tert-Butyl 3-(5-(3-(2-methylpyridin-3-yloxy)-5-(pyridin-2-ylthio)pyridin-2-ylamino)-1,2,4-thiadiazol-3-yl)-8-azabicyclo[3.2.1]octane-8-carboxylate (550 mg, 0.911 mmol) was dissolved in CH2Cl2 (2 mL) and TFA (1 mL) was added and the reaction was stirred for 45 minutes. The reaction was partitioned between saturated aqueous NaHCO3 and CH2Cl2, dried over sodium sulfate, filtered and concentrated to afford 3-(8-azabicyclo[3.2.1]octan-3-yl)-N-(3-(2-methylpyridin-3-yloxy)-5-(pyridin-2-ylthio)pyridin-2... Reactants: Cl.N[C@@H]1CC[C@H](CC1)NC(=O)C1=C(NC=2C1=NC=CC2C2=C(C=C(C(=C2)OC)F)OCC2CC2)C (N-(trans-4-aminocyclohexyl)-7-[2-(cyclopropylmethoxy)-4-fluoro-5-methoxyphenyl]-2-methyl-1H-pyrrolo[3,2-b]pyridine-3-carboxamide hydrochloride), C(C)(=O)O[C@H](C(=O)Cl)C ((2S)-1-chloro-1-oxopropan-2-yl acetate). Product: C1(CC1)COC1=C(C=C(C(=C1)F)OC)C1=C2C(=NC=C1)C(=C(N2)C)C(=O)N[C@@H]2CC[C@H](CC2)NC([C@H](C)O)=O (7-[2-(Cyclopropylmethoxy)-4-fluoro-5-methoxyphenyl]-N-(trans-4-{[(2S)-2-hydroxypropanoyl]amino}cyclohexyl)-2-methyl-1H-pyrrolo[3,2-b]pyridine-3-carboxamide). RXN SMILES: Cl.[NH2:2][C@H:3]1[CH2:8][CH2:7][C@H:6]([NH:9][C:10]([C:12]2[C:16]3=[N:17][CH:18]=[CH:19][C:20]([C:21]4[CH:26]=[C:25]([O:27][CH3:28])[C:24]([F:29])=[CH:23][C:22]=4[O:30][CH2:31][CH:32]4[CH2:34][CH2:33]4)=[C:15]3[NH:14][C:13]=2[CH3:35])=[O:11])[CH2:5][CH2:4]1.C([O:39][C@@H:40]([CH3:44])[C:41](Cl)=[O:42])(=O)C>>[CH:32]1([CH2:31][O:30][C:22]2[CH:23]=[C:24]([F:29])[C:25]([O:27][CH3:28])=[CH:26][C:21]=2[C:20]2[CH:19]=[CH:18][N:17]=[C:16]3[C:12]([C:10]([NH:9][C@H:6]4[CH2:7][CH2:8][C@H:3]([NH:2][C:41](=[O:42])[C@@H:40]([OH:39])[CH3:44])[CH2:4][CH2:5]4)=[O:11])=[C:13]([CH3:35])[NH:14][C:15]=23)[CH2:33][CH2:34]1 |f:0.1|. Reported procedure: Starting from N-(trans-4-aminocyclohexyl)-7-[2-(cyclopropylmethoxy)-4-fluoro-5-methoxyphenyl]-2-methyl-1H-pyrrolo[3,2-b]pyridine-3-carboxamide hydrochloride (example D.f22) and commercially available (2S)-1-chloro-1-oxopropan-2-yl acetate the title compound is obtained as colorless solid. Reactants: C(C)OC(=O)C1(CC1)C1=CC=C(C=C1)C1=CC=C(C=C1)C1=C(C(=NO1)C)CCC(=O)O (1-{4′-[4-(2-carboxy-ethyl)-3-methyl-isoxazol-5-yl]-biphenyl-4-yl}-cyclopropanecarboxylic acid ethyl ester), NCC1CC1 ((aminomethyl)cyclopropane). Yields the product C(C)OC(=O)C1(CC1)C1=CC=C(C=C1)C1=CC=C(C=C1)C1=C(C(=NO1)C)CCC(NCC1CC1)=O (1-(4′-{4-[2-(Cyclopropylmethyl-carbamoyl)-ethyl]-3-methyl-isoxazol-5-yl}-biphenyl-4-yl)-cyclopropanecarboxylic acid ethyl ester). As a reaction SMILES: [CH2:1]([O:3][C:4]([C:6]1([C:9]2[CH:14]=[CH:13][C:12]([C:15]3[CH:20]=[CH:19][C:18]([C:21]4[O:25][N:24]=[C:23]([CH3:26])[C:22]=4[CH2:27][CH2:28][C:29](O)=[O:30])=[CH:17][CH:16]=3)=[CH:11][CH:10]=2)[CH2:8][CH2:7]1)=[O:5])[CH3:2].[NH2:32][CH2:33][CH:34]1[CH2:36][CH2:35]1>>[CH2:1]([O:3][C:4]([C:6]1([C:9]2[CH:10]=[CH:11][C:12]([C:15]3[CH:20]=[CH:19][C:18]([C:21]4[O:25][N:24]=[C:23]([CH3:26])[C:22]=4[CH2:27][CH2:28][C:29](=[O:30])[NH:32][CH2:33][CH:34]4[CH2:36][CH2:35]4)=[CH:17][CH:16]=3)=[CH:13][CH:14]=2)[CH2:8][CH2:7]1)=[O:5])[CH3:2]. Procedure details: Prepared according to the procedure described in Example 33, Step 4, using 1-{4′-[4-(2-carboxy-ethyl)-3-methyl-isoxazol-5-yl]-biphenyl-4-yl}-cyclopropanecarboxylic acid ethyl ester and (aminomethyl)cyclopropane.